The task is: describe an organic reaction: reactants, conditions, products, and yield. This data is from the Open Reaction Database (ORD), a public repository of structured organic reaction records. Reactants: N1C=CC2=NC(=CC=C21)C(C)=O (1-(1H-pyrrolo[3,2-b]pyridin-5-yl)ethanone), Cl.CN (methanamine hydrochloride), [BH3-]C#N.[Na+] (NaBH3CN). The solvent is CCO (EtOH). The product is CNC(C)C1=CC=C2C(=N1)C=CN2 (N-methyl-1-(1H-pyrrolo[3,2-b]pyridin-5-yl)ethanamine). RXN SMILES: [NH:1]1[C:9]2[C:4](=[N:5][C:6]([C:10](=O)[CH3:11])=[CH:7][CH:8]=2)[CH:3]=[CH:2]1.Cl.CN.[BH3-][C:17]#[N:18].[Na+]>CCO>[CH3:17][NH:18][CH:10]([C:6]1[N:5]=[C:4]2[CH:3]=[CH:2][NH:1][C:9]2=[CH:8][CH:7]=1)[CH3:11] |f:1.2,3.4|. Procedure details: A microwave vial was charged with 1-(1H-pyrrolo[3,2-b]pyridin-5-yl)ethanone (1.50 g, 9.36 mmol), methanamine hydrochloride (8.85 g, 131.1 mol), NaBH3CN (765.0 mg, 12.18 mmol), and anhydrous EtOH (31 mL) and stirred while irradiated in a microwave (300 Watts) at 130° C. for 2 min. The resulting solid was filtered and rinsed well with EtOH. The filtrate was concentrated in vacuo. The crude product was redissolved in EtOAc and twice washed with 10% aq. NaOH, water and brine. The organic phase was d... The reactants are C(C)(=O)O (Acetic acid), C(C1=CC=CC=C1)N1N=NC=C1NC1=C(C=C2CC(C2)C(=O)O)C=C(C=C1)Cl (3-(2-((1-benzyl-1H-1,2,3-triazol-5-yl)amino)-5-chlorobenzylidene)cyclobutanecarboxylic acid), C(C)(=O)O (acetic acid). The reagents and catalysts are Br[Zn]Br (dibromozinc), [Pd] (Pd). Run in CCOC(=O)C (EtOAc), CO (MeOH). Run at time 2 hour. The product is N=1NN=C(C1)NC1=C(CC2CC(C2)C(=O)O)C=C(C=C1)Cl (3-(2-((2H-1,2,3-Triazol-4-yl)amino)-5-chlorobenzyl)cyclobutanecarboxylic acid). The yield is 3.9%. Reaction SMILES: C([N:8]1[C:12]([NH:13][C:14]2[CH:27]=[CH:26][C:25]([Cl:28])=[CH:24][C:15]=2[CH:16]=[C:17]2[CH2:20][CH:19]([C:21]([OH:23])=[O:22])[CH2:18]2)=[CH:11][N:10]=[N:9]1)C1C=CC=CC=1.C(O)(=O)C>CCOC(C)=O.CO.Br[Zn]Br.[Pd]>[N:10]1[NH:9][N:8]=[C:12]([NH:13][C:14]2[CH:27]=[CH:26][C:25]([Cl:28])=[CH:24][C:15]=2[CH2:16][CH:17]2[CH2:20][CH:19]([C:21]([OH:23])=[O:22])[CH2:18]2)[CH:11]=1. Procedure: To a solution of 3-(2-((1-benzyl-1H-1,2,3-triazol-5-yl)amino)-5-chlorobenzylidene)cyclobutanecarboxylic acid 7 g (75 mg, 0.19 mmol) and dibromozinc (17.1 mg, 0.076 mmol) in EtOAc (2 mL) and MeOH (2 mL) was added 10% Pd on C [wet Degussa type] (40 mg, 0.038 mmol). The reaction was then flushed with hydrogen via vacuum/hydrogen cycles (3×) and the mixture stirred under a hydrogen atmosphere for 2 h at room temperature. Additional 10% Pd on C [wet Degussa type] (40 mg, 0.038 mmol) was added and sti...